This data is from the Open Reaction Database (ORD), a public repository of structured organic reaction records. The task is: describe an organic reaction: reactants, conditions, products, and yield Starting materials: COC=1C=C(C=CC1)O (3-methoxyphenol), O[C@H](CN1CCC(CC1)C=1C=C(C=CC1)NC(C(C)C)=O)C1=CC=CC=C1 (N-(3-{1-[(2S)-2-hydroxy-2-phenylethyl]-4-piperidinyl}phenyl)-2-methylpropanamide). The product is COC=1C=C(O[C@@H](CN2CCC(CC2)C=2C=C(C=CC2)NC(C(C)C)=O)C2=CC=CC=C2)C=CC1 (N-(3-{1-[(2R)-2-(3-METHOXYPHENOXY)-2-PHENYLETHYL]-4-PIPERIDINYL}PHENYL)-2-METHYLPROPANAMIDE). RXN SMILES: [CH3:1][O:2][C:3]1[CH:4]=[C:5]([OH:9])[CH:6]=[CH:7][CH:8]=1.O[C@@H:11]([C:31]1[CH:36]=[CH:35][CH:34]=[CH:33][CH:32]=1)[CH2:12][N:13]1[CH2:18][CH2:17][CH:16]([C:19]2[CH:20]=[C:21]([NH:25][C:26](=[O:30])[CH:27]([CH3:29])[CH3:28])[CH:22]=[CH:23][CH:24]=2)[CH2:15][CH2:14]1>>[CH3:1][O:2][C:3]1[CH:4]=[C:5]([CH:6]=[CH:7][CH:8]=1)[O:9][C@H:11]([C:31]1[CH:36]=[CH:35][CH:34]=[CH:33][CH:32]=1)[CH2:12][N:13]1[CH2:18][CH2:17][CH:16]([C:19]2[CH:20]=[C:21]([NH:25][C:26](=[O:30])[CH:27]([CH3:29])[CH3:28])[CH:22]=[CH:23][CH:24]=2)[CH2:15][CH2:14]1. Reported procedure: Prepared by Procedure B and Scheme B1 using 3-methoxyphenol and N-(3-{1-[(2S)-2-hydroxy-2-phenylethyl]-4-piperidinyl}phenyl)-2-methylpropanamide: ESMS m/e: 472.9 (M+H)+. Starting materials: O (water), CC1=CC(=C(C2=C1C(=O)OC=3C(=C(C=C(C3O2)C(=O)O)OC)C)C=O)O (psoromic acid), BrBr (bromine). Solvent: C(C)(=O)O (acetic acid), C(C)(=O)O (acetic acid). The product is BrC1=C(C2=C(OC3=C(OC2=O)C(=C(C=C3C(=O)O)OC)C)C(=C1O)C=O)C (2-Bromo-4-formyl-3-hydroxy-8-methoxy-1,9-dimethyl-11-oxo-11H-dibenzo[b,e][1,4]dioxepine-6-carboxylic acid). RXN SMILES: [CH3:1][C:2]1[C:7]2[C:8]([O:10][C:11]3[C:12]([CH3:23])=[C:13]([O:21][CH3:22])[CH:14]=[C:15]([C:18]([OH:20])=[O:19])[C:16]=3[O:17][C:6]=2[C:5]([CH:24]=[O:25])=[C:4]([OH:26])[CH:3]=1)=[O:9].[Br:27]Br.O>C(O)(=O)C>[Br:27][C:3]1[C:4]([OH:26])=[C:5]([CH:24]=[O:25])[C:6]2[O:17][C:16]3[C:15]([C:18]([OH:20])=[O:19])=[CH:14][C:13]([O:21][CH3:22])=[C:12]([CH3:23])[C:11]=3[O:10][C:8](=[O:9])[C:7]=2[C:2]=1[CH3:1]. Procedure: To a solution of psoromic acid (1 mmol) in glacial acetic acid (5 ml) was dropwise added a solution of bromine (3 mmol, 0.15 ml) in glacial acetic acid (3 ml). After stirring at room temperature for several hours, the redbrown reaction mixture was poured into water (50 ml), extracted with ethyl acetate (100 ml), dried with MgSO4, filtered, and evaporated by a rotatory evaporator to give a redbrown solid.